This data is from the Open Reaction Database (ORD), a public repository of structured organic reaction records. The task is: describe an organic reaction: reactants, conditions, products, and yield Starting materials: NC1C2SC(C(N2C1=O)C(=O)O)(C)C (6-amino-3,3-dimethyl-7-oxo-4-thia-1-azabicyclo[3.2.0]heptane-2-carboxylic acid), O1CCC2=C1C=CC(=C2)C(C(=O)O)O ((2,3-Dihydro-5-benzofuranyl)hydroxyacetic acid), C[Si](C)(C)C(C(=O)N)[Si](C)(C)C (bistrimethylsilylacetamide), C(C(C)C)OC(=O)Cl (isobutylchloroformate), C([O-])(O)=O.[Na+] (sodium bicarbonate). Run in O (water), C(C)N(CC)CC (triethylamine), O1CCCC1 (tetrahydrofuran), O1CCCC1 (tetrahydrofuran), C(C)N(CC)CC (triethylamine), O (water). Conditions: temperature -10 celsius, time 30 minute. Yields the product O1CCC2=C1C=CC(=C2)C(C(=O)NC2C1SC(C(N1C2=O)C(=O)O)(C)C)O (6-[[(2,3-Dihydro-5-benzofuranyl)hydroxyacetyl]amino]-3,3-dimethyl-7-oxo-4-thia-1-azabicyclo[3.2.0]heptane-2-carboxylic acid). RXN SMILES: [O:1]1[C:5]2[CH:6]=[CH:7][C:8]([CH:10]([OH:14])[C:11]([OH:13])=O)=[CH:9][C:4]=2[CH2:3][CH2:2]1.C[Si](C([Si](C)(C)C)C(N)=O)(C)C.C(OC(Cl)=O)C(C)C.[NH2:35][CH:36]1[C:42](=[O:43])[N:41]2[CH:37]1[S:38][C:39]([CH3:48])([CH3:47])[CH:40]2[C:44]([OH:46])=[O:45].C(=O)(O)[O-].[Na+]>O.C(N(CC)CC)C.O1CCCC1>[O:1]1[C:5]2[CH:6]=[CH:7][C:8]([CH:10]([OH:14])[C:11]([NH:35][CH:36]3[C:42](=[O:43])[N:41]4[CH:37]3[S:38][C:39]([CH3:48])([CH3:47])[CH:40]4[C:44]([OH:46])=[O:45])=[O:13])=[CH:9][C:4]=2[CH2:3][CH2:2]1 |f:4.5|. Procedure details: (2,3-Dihydro-5-benzofuranyl)hydroxyacetic acid (10 mmole), triethylamine (10 mmole) and bistrimethylsilylacetamide (BSA) (10 mmole) are added to 50 ml of tetrahydrofuran and refluxed for 2 hours. The reaction mixture is cooled to about -10° C. and 10 mmole of isobutylchloroformate is added dropwise. After 30 minutes at -10° C., 10 mmole of 6-amino-3,3-dimethyl-7-oxo-4-thia-1-azabicyclo[3.2.0]heptane-2-carboxylic acid in 50 ml of water-20 ml of tetrahydrofuran containing 10 mmole of triethylamine... The reactants are NC1=C(C(=O)OC)C=CC(=C1)Br (Methyl 2-amino-4-bromobenzoate), FC1=C(C(=CC=C1)F)S(=O)(=O)Cl (2,6-difluorobenzenesulfonyl chloride). The product is FC1=C(C(=CC=C1)F)S(=O)(=O)NC1=C(C(=O)O)C=CC(=C1)Br (2-(2,6-Difluoro-benzenesulfonylamino)-4-bromo-benzoic acid). Reaction SMILES: [NH2:1][C:2]1[CH:11]=[C:10]([Br:12])[CH:9]=[CH:8][C:3]=1[C:4]([O:6]C)=[O:5].[F:13][C:14]1[CH:19]=[CH:18][CH:17]=[C:16]([F:20])[C:15]=1[S:21](Cl)(=[O:23])=[O:22]>>[F:13][C:14]1[CH:19]=[CH:18][CH:17]=[C:16]([F:20])[C:15]=1[S:21]([NH:1][C:2]1[CH:11]=[C:10]([Br:12])[CH:9]=[CH:8][C:3]=1[C:4]([OH:6])=[O:5])(=[O:23])=[O:22]. Procedure details: Methyl 2-amino-4-bromobenzoate was sulfonylated with 2,6-difluorobenzenesulfonyl chloride and hydrolyzed as in EXAMPLE 1, Part B. 1H NMR (400 MHz, acetone-d6): 11.65 (s, 1H), 8.02 (d, J=8.5, 1H), 7.93 (d, J=1.8, 1H), 7.74-7.82 (m, 1H), 7.38 (dd, J=8.5, 1.9, 1H), 7.28-7.23 (m, 2H). The reactants are CO, CC#N, CCCCCCC, O=C[O-], CC1CN(C)CCN1c1nc(Cl)nc(NNC(=O)C(CC2CCCC2)CN(C=O)OCc2ccccc2)c1F, Cl, N=C(N)C(F)F, [NH4+], [NH4+], [OH-]. The product is CC1CN(C)CCN1c1nc(Cl)nc(NNC(=O)C(CC2CCCC2)CN(O)C=O)c1F. RXN SMILES: [CH3:53][OH:54].[CH3:55][C:56]#[N:57].[CH3:58][CH2:59][CH2:60][CH2:61][CH2:62][CH2:63][CH3:64].[CH:47]([O-:48])=[O:49].[Cl:1][c:2]1[n:3][c:4]([N:32]2[CH:33]([CH3:39])[CH2:34][N:35]([CH3:38])[CH2:36][CH2:37]2)[c:5]([F:31])[c:6]([NH:8][NH:9][C:10]([CH:11]([CH2:12][N:13]([CH:14]=[O:15])[O:16][CH2:17][c:18]2[cH:19][cH:20][cH:21][cH:22][cH:23]2)[CH2:24][CH:25]2[CH2:26][CH2:27][CH2:28][CH2:29]2)=[O:30])[n:7]1.[ClH:46].[F:40][CH:41]([F:42])[C:43](=[NH:44])[NH2:45].[NH4+:50].[NH4+:52].[OH-:51]>>[Cl:1][c:2]1[n:3][c:4]([N:32]2[CH:33]([CH3:39])[CH2:34][N:35]([CH3:38])[CH2:36][CH2:37]2)[c:5]([F:31])[c:6]([NH:8][NH:9][C:10]([CH:11]([CH2:12][N:13]([CH:14]=[O:15])[OH:16])[CH2:24][CH:25]2[CH2:26][CH2:27][CH2:28][CH2:29]2)=[O:30])[n:7]1. Starting materials: ClC1=C(C=C(C=C1)[N+](=O)[O-])C (1-Chloro-2-methyl-4-nitro-benzene), CC=1C=C(C=CC1N1CCOCC1)N (3-Methyl-4-morpholin-4-yl-phenylamine), ClC1=NC=C(C(=N1)NC1=CC(=C(C=C1)N1CCOCC1)C)Cl ((2,5-Dichloro-pyrimidin-4-yl)-(3-methyl-4-morpholin-4-yl-phenyl)-amine), N1CCOCC1 (Morpholine), CC1=C(C=CC(=C1)[N+](=O)[O-])N1CCOCC1 (4-(2-Methyl-4-nitro-phenyl)-morpholine). The product is ClC=1C(=NC(=NC1)NC1=CC2=C(CCN(CC2)CC(=O)N(C)C)C=C1OC)NC1=CC(=C(C=C1)N1CCOCC1)C (2-{7-[5-Chloro-4-(3-methyl-4-morpholin-4-yl-phenylamino)-pyrimidin-2-ylamino]-8-methoxy-1,2,4,5-tetrahydro-benzo[d]azepin-3-yl}-N,N-dimethyl-acetamide). Reaction SMILES: Cl[C:2]1[CH:7]=[CH:6][C:5]([N+:8]([O-])=O)=[CH:4][C:3]=1[CH3:11].[NH:12]1[CH2:17]COC[CH2:13]1.CC1C=C([N+]([O-])=O)C=C[C:20]=1[N:28]1[CH2:33][CH2:32][O:31][CH2:30][CH2:29]1.CC1C=C(N)C=CC=1N1CC[O:44][CH2:43]C1.Cl[C:49]1[N:54]=[C:53]([NH:55][C:56]2[CH:61]=[CH:60][C:59]([N:62]3[CH2:67][CH2:66][O:65][CH2:64][CH2:63]3)=[C:58]([CH3:68])[CH:57]=2)[C:52]([Cl:69])=[CH:51][N:50]=1>>[Cl:69][C:52]1[C:53]([NH:55][C:56]2[CH:61]=[CH:60][C:59]([N:62]3[CH2:67][CH2:66][O:65][CH2:64][CH2:63]3)=[C:58]([CH3:68])[CH:57]=2)=[N:54][C:49]([NH:8][C:5]2[C:6]([O:44][CH3:43])=[CH:7][C:2]3[CH2:32][CH2:33][N:28]([CH2:29][C:30]([N:12]([CH3:17])[CH3:13])=[O:31])[CH2:20][CH2:11][C:3]=3[CH:4]=2)=[N:50][CH:51]=1. Procedure details: 1-Chloro-2-methyl-4-nitro-benzene using Morpholine was converted in an analogous manner to Example 171b, to 4-(2-Methyl-4-nitro-phenyl)-morpholine which was converted in an analogous manner to Example 31f, to 3-Methyl-4-morpholin-4-yl-phenylamine, which was converted, in an analogous manner to Example 1d, to (2,5-Dichloro-pyrimidin-4-yl)-(3-methyl-4-morpholin-4-yl-phenyl)-amine which was converted to the title compound in an analogous manner to Example 61e using 2-(7-Amino-8-methoxy-1,2,4,5-tetr... Reactants: C(C1=CC=CC=C1)=O (benzaldehyde), C(C)(=O)C1=CC2=CC=CC=C2C=C1 (2-acetylnaphthalene). Yields the product C1=C(C=CC2=CC=CC=C12)C(C=CC1=CC=CC=C1)=O (1-(2-naphthalenyl)-3-phenylprop-2-en-1-one). As a reaction SMILES: [CH:1](=O)[C:2]1[CH:7]=[CH:6][CH:5]=[CH:4][CH:3]=1.[C:9]([C:12]1[CH:21]=[CH:20][C:19]2[C:14](=[CH:15][CH:16]=[CH:17][CH:18]=2)[CH:13]=1)(=[O:11])[CH3:10]>>[CH:13]1[C:14]2[C:19](=[CH:18][CH:17]=[CH:16][CH:15]=2)[CH:20]=[CH:21][C:12]=1[C:9](=[O:11])[CH:10]=[CH:1][C:2]1[CH:7]=[CH:6][CH:5]=[CH:4][CH:3]=1. Reported procedure: By a procedure similar to that of example 1.59.1, starting from benzaldehyde and 2-acetylnaphthalene, 1-(2-naphthalenyl)-3-phenylprop-2-en-1-one was obtained as yellowish solid.